From a dataset of the Open Reaction Database (ORD), a public repository of structured organic reaction records. describe an organic reaction: reactants, conditions, products, and yield The reactants are C1CCOC1, OCc1ccc(C(F)(F)F)cc1, CCOC(=O)N=NC(=O)OCC, CN1CCN(c2cccc3ccc(O)cc23)CC1, c1ccc(P(c2ccccc2)c2ccccc2)cc1. Product: CN1CCN(c2cccc3ccc(OCc4ccc(C(F)(F)F)cc4)cc23)CC1. As a reaction SMILES: [CH2:62]1[O:63][CH2:64][CH2:65][CH2:66]1.[F:38][C:39]([c:40]1[cH:41][cH:42][c:43]([CH2:44][OH:45])[cH:46][cH:47]1)([F:48])[F:49].[O:50]=[C:51]([O:52][CH2:53][CH3:54])[N:55]=[N:56][C:57]([O:58][CH2:59][CH3:60])=[O:61].[OH:1][c:2]1[cH:3][cH:4][c:5]2[cH:6][cH:7][cH:8][c:9]([N:12]3[CH2:13][CH2:14][N:15]([CH3:18])[CH2:16][CH2:17]3)[c:10]2[cH:11]1.[c:19]1([P:20]([c:21]2[cH:22][cH:23][cH:24][cH:25][cH:26]2)[c:27]2[cH:28][cH:29][cH:30][cH:31][cH:32]2)[cH:33][cH:34][cH:35][cH:36][cH:37]1>>[O:1]([c:2]1[cH:3][cH:4][c:5]2[cH:6][cH:7][cH:8][c:9]([N:12]3[CH2:13][CH2:14][N:15]([CH3:18])[CH2:16][CH2:17]3)[c:10]2[cH:11]1)[CH2:44][c:43]1[cH:42][cH:41][c:40]([C:39]([F:38])([F:48])[F:49])[cH:47][cH:46]1. Starting materials: NC1=NC=C(C2=C1C(=CS2)C2=CC(=C(C=C2)NC(=O)C=2N(C1=CC=CC=C1C2)C)OC)\C=C\CCOC2OCCCC2 (N-(4-{4-amino-7-[(1E)-4-(tetrahydro-2H-pyran-2-yloxy)but-1-enyl]thieno[3,2-c]pyridin-3-yl}-2-methoxyphenyl)-1-methyl-1H-indole-2-carboxamide), O.C1(=CC=C(C=C1)S(=O)(=O)O)C (p-toluene sulfonic acid monohydrate). Solvent: CO (methanol). Run at time 15 hour. Product: NC1=NC=C(C2=C1C(=CS2)C2=CC(=C(C=C2)NC(=O)C=2N(C1=CC=CC=C1C2)C)OC)\C=C\CCO (N-(4-{4-amino-7-[(1E)-4-hydroxybut-1-enyl]thieno[3,2-c]pyridin-3-yl}-2-methoxyphenyl)-1-methyl-1H-indole-2-carboxamide). Isolated yield 73.5%. RXN SMILES: [NH2:1][C:2]1[C:7]2[C:8]([C:11]3[CH:16]=[CH:15][C:14]([NH:17][C:18]([C:20]4[N:21]([CH3:29])[C:22]5[C:27]([CH:28]=4)=[CH:26][CH:25]=[CH:24][CH:23]=5)=[O:19])=[C:13]([O:30][CH3:31])[CH:12]=3)=[CH:9][S:10][C:6]=2[C:5](/[CH:32]=[CH:33]/[CH2:34][CH2:35][O:36]C2CCCCO2)=[CH:4][N:3]=1.O.C1(C)C=CC(S(O)(=O)=O)=CC=1>CO>[NH2:1][C:2]1[C:7]2[C:8]([C:11]3[CH:16]=[CH:15][C:14]([NH:17][C:18]([C:20]4[N:21]([CH3:29])[C:22]5[C:27]([CH:28]=4)=[CH:26][CH:25]=[CH:24][CH:23]=5)=[O:19])=[C:13]([O:30][CH3:31])[CH:12]=3)=[CH:9][S:10][C:6]=2[C:5](/[CH:32]=[CH:33]/[CH2:34][CH2:35][OH:36])=[CH:4][N:3]=1 |f:1.2|. Procedure: A suspension of N-(4-{4-amino-7-[(1E)-4-(tetrahydro-2H-pyran-2-yloxy)but-1-enyl]thieno[3,2-c]pyridin-3-yl}-2-methoxyphenyl)-1-methyl-1H-indole-2-carboxamide (0.05 g, 0.09 mmol) in methanol (3 mL) was treated with p-toluene sulfonic acid monohydrate (0.002 g, 0.0095 mmol). The reaction mixture was stirred for 15 hours at room temperature. Solvent was removed under reduced pressure. The crude material was purified by flash chromatography on silica gel using 10% methanol in dichloromethane to give ... Reactants: C(C)(C)(C)OC(=O)N1CCC(CC1)OC1=CC(=C(C=C1)[N+](=O)[O-])C (1-tert-butyloxycarbonyl-4-(4-nitro-3-methylphenyloxy)piperidine), Cl (hydrochloric acid). The reagents and catalysts are [Pd] (palladium/carbon). The solvent is C(C)O (ethanol). Reaction conditions: time 1.5 hour. Product: Cl.C(C)(C)(C)OC(=O)N1CCC(CC1)OC1=CC(=C(C=C1)N)C (1-tert-butyloxycarbonyl-4-(4-amino-3methylphenyloxy)piperidine hydrochloride). Reaction SMILES: [C:1]([O:5][C:6]([N:8]1[CH2:13][CH2:12][CH:11]([O:14][C:15]2[CH:20]=[CH:19][C:18]([N+:21]([O-])=O)=[C:17]([CH3:24])[CH:16]=2)[CH2:10][CH2:9]1)=[O:7])([CH3:4])([CH3:3])[CH3:2].[ClH:25]>C(O)C.[Pd]>[ClH:25].[C:1]([O:5][C:6]([N:8]1[CH2:13][CH2:12][CH:11]([O:14][C:15]2[CH:20]=[CH:19][C:18]([NH2:21])=[C:17]([CH3:24])[CH:16]=2)[CH2:10][CH2:9]1)=[O:7])([CH3:4])([CH3:3])[CH3:2] |f:4.5|. Reported procedure: To a solution of 1-tert-butyloxycarbonyl-4-(4-nitro-3-methylphenyloxy)piperidine (3.6 g) in ethanol (30 ml) was added conc. hydrochloric acid (0.9 ml). By using 10% palladium/carbon (containing 48% water, 0.3 g) as a catalyst, catalytic reduction was conducted under reduced pressure for 1.5 hours. The catalyst was removed by filtration and the filtrate was concentrated under reduced pressure to obtain 1-tert-butyloxycarbonyl-4-(4-amino-3methylphenyloxy)piperidine hydrochloride (1.7 g) as light b... As a reaction SMILES: [Cl:1][C:2]1[CH:3]=[CH:4][C:5](=[O:8])[NH:6][N:7]=1.Cl.[CH3:10][N:11]([CH3:15])[CH2:12][CH2:13]Cl.C(=O)([O-])[O-].[K+].[K+].[I-].[Na+]>CN(C)C=O>[Cl:1][C:2]1[CH:3]=[CH:4][C:5](=[O:8])[N:6]([CH2:13][CH2:12][N:11]([CH3:15])[CH3:10])[N:7]=1 |f:1.2,3.4.5,6.7|. The solvent is CN(C=O)C (dimethylformamide). Run at temperature 65 celsius. Procedure: To a solution of 6-chloro-2H-pyridazin-3-one (500 mg, 3.83 mmol) in 5 mL dimethylformamide was added 2-dimethylaminoethyl chloride hydrochloride (828 mg, 5.75 mmol), potassium carbonate (1.59 g, 11.5 mmol) and sodium iodide (632 mg, 4.21 mmol). The mixture was stirred over night at 65° C. Solvent was evaporated. The crude product was dissolved in water and purified by preparative HPLC using a gradient of acetonitrile/5% acetonitrile—water phase containing 0.1 M ammonium acetate, to give 174 mg o... Isolated yield 22.5%. Reactants: ClC=1C=CC(NN1)=O (6-chloro-2H-pyridazin-3-one), Cl.CN(CCCl)C (2-dimethylaminoethyl chloride hydrochloride), C([O-])([O-])=O.[K+].[K+] (potassium carbonate), [I-].[Na+] (sodium iodide). Yields the product ClC=1C=CC(N(N1)CCN(C)C)=O (6-chloro-2-(2-dimethylamino-ethyl)-2H-pyridazin-3-one). Starting materials: NCCNC(C(C)OC1=C(C=CC=C1Cl)Cl)=O ((+)-2-(2,6 -dichlorophenoxy)-propionic acid-N-(2-aminoethyl)-amide), C(C)O (ethanol). Reagents/catalysts: CN(C1=CC=NC=C1)C (4-dimethylaminopyridine), [Ti](Cl)(Cl)(Cl)Cl (titanium tetrachloride). Solvent: C(Cl)(Cl)Cl (chloroform), O1CCCC1 (tetrahydrofuran). Product: ClC1=C(OC(C)C=2NCCN2)C(=CC=C1)Cl ((+)-2-[1-(2,6-dichlorophenoxy)-ethyl]-1,3-diazacyclopent-2-ene). RXN SMILES: [NH2:1][CH2:2][CH2:3][NH:4][C:5](=O)[CH:6]([O:8][C:9]1[C:14]([Cl:15])=[CH:13][CH:12]=[CH:11][C:10]=1[Cl:16])[CH3:7].C(O)C>C(Cl)(Cl)Cl.O1CCCC1.CN(C)C1C=CN=CC=1.[Ti](Cl)(Cl)(Cl)Cl>[Cl:16][C:10]1[CH:11]=[CH:12][CH:13]=[C:14]([Cl:15])[C:9]=1[O:8][CH:6]([C:5]1[NH:4][CH2:3][CH2:2][N:1]=1)[CH3:7]. Procedure: 50.2 g (=0.2646 mols) of titanium tetrachloride are dissolved in a mixture of 700 ml of absolute chloroform and 25 ml of tetrahydrofuran at 0° C. and are mixed with 30.0 g (=0.108 mols) of (+)-2-(2,6 -dichlorophenoxy)-propionic acid-N-(2-aminoethyl)-amide. A solution of 63.0 g (=0.5155 mols) of 4-dimethylaminopyridine is then added dropwise very slowly at 0° C. with stirring and the mixture is further stirred for 36 hours at room temperature after the solution has been added. After working up an... Starting materials: NCC1=C(C(=CC(=C1)C(C)(C)C)I)O (2-aminomethyl-4-(1,1-dimethylethyl)-6-iodophenol), S(=O)(=O)(O)CCO (isethionic acid). Solvent: CCOCC (ether), CC(C)O (2-propanol). Product: O.S(=O)(=O)(CCO)OC1=C(C=C(C=C1I)C(C)(C)C)CN.NCC1=C(C(=CC(=C1)C(C)(C)C)I)OS(=O)(=O)CCO (2-aminomethyl-4-(1,1-dimethylethyl)-6-iodophenol isethionate-hemihydrate). As a reaction SMILES: [NH2:1][CH2:2][C:3]1[CH:8]=[C:7]([C:9]([CH3:12])([CH3:11])[CH3:10])[CH:6]=[C:5]([I:13])[C:4]=1[OH:14].[S:15]([CH2:19][CH2:20][OH:21])([OH:18])(=[O:17])=[O:16]>CC(O)C.CCOCC>[OH2:14].[S:15]([O:18][C:4]1[C:5]([I:13])=[CH:6][C:7]([C:9]([CH3:10])([CH3:12])[CH3:11])=[CH:8][C:3]=1[CH2:2][NH2:1])([CH2:19][CH2:20][OH:21])(=[O:17])=[O:16].[NH2:1][CH2:2][C:3]1[CH:8]=[C:7]([C:9]([CH3:11])([CH3:10])[CH3:12])[CH:6]=[C:5]([I:13])[C:4]=1[O:14][S:15]([CH2:19][CH2:20][OH:21])(=[O:17])=[O:16] |f:4.5.6|. Reported procedure: To a freshly-prepared solution of 2-aminomethyl-4-(1,1-dimethylethyl)-6-iodophenol (1.95 g., 6.5 millimole) in 2-propanol (20 ml.) is added 6.5N isethionic acid (1 ml., 6.5 milliequivalents) at room temperature. Upon diluting the resulting solution with ether (100 ml.), a white solid precipitates and is collected to 2.4 g., m.p. 160°-163° C. (dec.). Crystallization (twice) of this solid from 2-propanol-ether (2:5; 70 ml.) affords 2-aminomethyl-4-(1,1-dimethylethyl)-6-iodophenol isethionate-hemih... The reactants are C(C=CC1=CC=CC=C1)=O (cinnamaldehyde), crude product, C1CCC(=CC1)CC#N (1-cyclohexenylacetonitrile), [OH-].[Na+] (sodium hydroxide). Solvent: C(C)O (ethanol). The product is C1(=CCCCC1)C(C#N)=CC=CC1=CC=CC=C1 (2-(1-cyclohexenyl)-5-phenyl-2,4-pentadienenitrile). RXN SMILES: [CH:1](=O)[CH:2]=[CH:3][C:4]1[CH:9]=[CH:8][CH:7]=[CH:6][CH:5]=1.[CH2:11]1[CH2:16][CH:15]=[C:14]([CH2:17][C:18]#[N:19])[CH2:13][CH2:12]1.[OH-].[Na+]>C(O)C>[C:14]1([C:17](=[CH:1][CH:2]=[CH:3][C:4]2[CH:9]=[CH:8][CH:7]=[CH:6][CH:5]=2)[C:18]#[N:19])[CH2:13][CH2:12][CH2:11][CH2:16][CH:15]=1 |f:2.3|. Reported procedure: In a 50 ml 3-necked round bottom flask equipped with a nitrogen inlet, condensor and magnetic stir bar is placed cinnamaldehyde (2.64 g, 0.02 mol), 1-cyclohexenylacetonitrile (2.42 g, 0.02 mol) and sodium hydroxide (0.2 g, 0.005 mol) in absolute ethanol (25 ml). The reaction is stirred at room temperature until completion, during which time the crude product precipitates from solution. The precipitate is filtered, washed with water and dried. Recrystallization from ethanol yields a yellowish sol... Reactants: C(C)(C)OC(=O)N1CCC(CC1)C1OC2=C(C1)C=C(C=C2)C2=NC=C(C=C2C)Br (4-[5-(5-bromo-3-methyl-pyridin-2-yl)-2,3-dihydro-benzofuran-2-yl]-piperidine-1-carboxylic acid isopropyl ester), CN(C=O)C (N,N-dimethylformamide). The reagents and catalysts are [C-]#N.[Zn+2].[C-]#N (zinc cyanide), C1(=CC=CC=C1)P([C-]1C=CC=C1)C1=CC=CC=C1.[C-]1(C=CC=C1)P(C1=CC=CC=C1)C1=CC=CC=C1.[Fe+2] (1,1′-bis(diphenylphosphino)-ferrocene). Conditions: temperature 120 celsius, time 3 hour. Product: C(C)(C)OC(=O)N1CCC(CC1)C1OC2=C(C1)C=C(C=C2)C2=NC=C(C=C2C)C#N (4-[5-(5-Cyano-3-methyl-pyridin-2-yl)-2,3-dihydro-benzofuran-2-yl]-piperidine-1-carboxylic acid isopropyl ester). RXN SMILES: [CH:1]([O:4][C:5]([N:7]1[CH2:12][CH2:11][CH:10]([CH:13]2[CH2:17][C:16]3[CH:18]=[C:19]([C:22]4[C:27]([CH3:28])=[CH:26][C:25](Br)=[CH:24][N:23]=4)[CH:20]=[CH:21][C:15]=3[O:14]2)[CH2:9][CH2:8]1)=[O:6])([CH3:3])[CH3:2].[CH3:30][N:31](C)C=O>[C-]#N.[Zn+2].[C-]#N.C1(P(C2C=CC=CC=2)[C-]2C=CC=C2)C=CC=CC=1.[C-]1(P(C2C=CC=CC=2)C2C=CC=CC=2)C=CC=C1.[Fe+2]>[CH:1]([O:4][C:5]([N:7]1[CH2:12][CH2:11][CH:10]([CH:13]2[CH2:17][C:16]3[CH:18]=[C:19]([C:22]4[C:27]([CH3:28])=[CH:26][C:25]([C:30]#[N:31])=[CH:24][N:23]=4)[CH:20]=[CH:21][C:15]=3[O:14]2)[CH2:9][CH2:8]1)=[O:6])([CH3:3])[CH3:2] |f:2.3.4,5.6.7|. Reported procedure: A mixture of 4-[5-(5-bromo-3-methyl-pyridin-2-yl)-2,3-dihydro-benzofuran-2-yl]-piperidine-1-carboxylic acid isopropyl ester (26 mg), zinc cyanide (7.3 mg), and 1,1′-bis(diphenylphosphino)-ferrocene (3.2 mg) in N,N-dimethylformamide (0.5 mL) is sparged with argon for 5 min. Tris(dibenzylideneacetone)dipalladium (2.6 mg) is added and the resulting mixture is stirred at 120° C. for 3 h. After cooling to room temperature, dichloromethane is added and the mixture is extracted with aqueous K2CO3 solut...